Dataset: the Open Reaction Database (ORD), a public repository of structured organic reaction records. Task: describe an organic reaction: reactants, conditions, products, and yield Starting materials: O (water), C(C)(=O)O (acetic acid), C(#N)C=1C(=C(C(=O)C(C(=O)OCC)=CN(C)C)C=C(C1F)F)F (Ethyl 2-(3-Cyano-2,4,5-trifluoro-benzoyl)-3-dimethylaminoacrylate), C1(CC1)N (cyclopropylamine). Run in C1(=CC=CC=C1)C (toluene). Conditions: temperature 30 celsius, time 1 hour. The product is C(#N)C=1C(=C(C(=O)C(C(=O)OCC)=CNC2CC2)C=C(C1F)F)F (Ethyl 2-(3-Cyano-2,4,5-trifluoro-benzoyl)-3-cyclopropylamino-acrylate). Reaction SMILES: [C:1](O)(=O)[CH3:2].[C:5]([C:7]1[C:8]([F:27])=[C:9]([CH:22]=[C:23]([F:26])[C:24]=1[F:25])[C:10]([C:12](=[CH:18][N:19]([CH3:21])C)[C:13]([O:15][CH2:16][CH3:17])=[O:14])=[O:11])#[N:6].C1(N)CC1.O>C1(C)C=CC=CC=1>[C:5]([C:7]1[C:8]([F:27])=[C:9]([CH:22]=[C:23]([F:26])[C:24]=1[F:25])[C:10]([C:12](=[CH:18][NH:19][CH:21]1[CH2:2][CH2:1]1)[C:13]([O:15][CH2:16][CH3:17])=[O:14])=[O:11])#[N:6]. Procedure: 30 g of glacial acetic acid are added dropwise to the crude product from step e at 20° C. Then a solution of 15.75 g of cyclopropylamine in 30 ml of toluene is added dropwise. The reaction mixture is stirred at 30° C. for 1 hour. After the addition of 200 ml of water the mixture is stirred for 15 minutes. The organic phase is separated, extracted with 100 ml of water, dried with Na2CO3 and concentrated in vacuo. The crude product is used for the next step without further purification. Reactants: C(C)(C)(C)OC(=O)N[C@H](C(=O)O)CC1=CC=C(C=C1)O ((S)-2-tert-butoxycarbonylamino-3-(4-hydroxyphenyl)propionic acid), [H][H] (hydrogen). The reagents and catalysts are [Rh] (rhodium). Run in CO (methanol). The product is C(C)(C)(C)OC(=O)N[C@H](C(=O)O)CC1CCC(CC1)O ((S)-2-tert-Butoxycarbonylamino-3-(4-hydroxycyclohexyl)propionic acid). RXN SMILES: [C:1]([O:5][C:6]([NH:8][C@@H:9]([CH2:13][C:14]1[CH:19]=[CH:18][C:17]([OH:20])=[CH:16][CH:15]=1)[C:10]([OH:12])=[O:11])=[O:7])([CH3:4])([CH3:3])[CH3:2].[H][H]>CO.[Rh]>[C:1]([O:5][C:6]([NH:8][C@@H:9]([CH2:13][CH:14]1[CH2:15][CH2:16][CH:17]([OH:20])[CH2:18][CH2:19]1)[C:10]([OH:12])=[O:11])=[O:7])([CH3:4])([CH3:2])[CH3:3]. Procedure details: 0.74 g (7.17 mmol) of rhodium was added to a solution of 7.00 g (24.88 mmol) of (S)-2-tert-butoxycarbonylamino-3-(4-hydroxyphenyl)propionic acid in 50 ml of methanol, and hydrogenation was carried out at 50 C/6 bar pressure of hydrogen. After conversion was complete, the catalyst was filtered off and the filtrate was concentrated. The product was pure enough for further reactions. Reactants: OC[C@H]1NCC=2NC3=CC=CC=C3C2C1 ((3S)-3-hydroxymethyl-1,2,3,4-tetrahydro-β-carboline), C1(=CC=CS1)CCl (2-Thenyl chloride), [OH-].[Na+] (NaOH), C(=S)=S (CS2). Solvent: CO (methanol), C(C)O (ethanol). Product: OC[C@H]1N(CC=2NC3=CC=CC=C3C2C1)C(=S)SCC1=CC=CS1 (2-Thenyl (3S)-3-hydroxymethyl-1,2,3,4-tetrahydro-β-carboline-2-carbodithioate). Isolated yield 49.7%. RXN SMILES: [OH:1][CH2:2][C@@H:3]1[CH2:15][C:14]2[C:13]3[C:8](=[CH:9][CH:10]=[CH:11][CH:12]=3)[NH:7][C:6]=2[CH2:5][NH:4]1.[OH-].[Na+].[C:18](=[S:20])=[S:19].[C:21]1([CH2:26]Cl)[S:25][CH:24]=[CH:23][CH:22]=1>CO.C(O)C>[OH:1][CH2:2][C@@H:3]1[CH2:15][C:14]2[C:13]3[C:8](=[CH:9][CH:10]=[CH:11][CH:12]=3)[NH:7][C:6]=2[CH2:5][N:4]1[C:18]([S:20][CH2:26][C:21]1[S:25][CH:24]=[CH:23][CH:22]=1)=[S:19] |f:1.2|. Procedure details: In the same manner as described in Example 8 by using (3S)-3-hydroxymethyl-1,2,3,4-tetrahydro-β-carboline (2.02 g), 2N NaOH (10 ml), CS2 (1.5 g), 2-Thenyl chloride (2.65 g), and 80% ethanol (50 ml), there is prepared the title compound (1.86 g, 50%) as white powder, [α]D20 +108.4° (c=1.0, methanol). NMR (CDCl3, δ): 4.84 (s, 2H, CSSCH2 -- ##STR8## Mass m/e: 374 (M+), 244 (M+ -- ##STR9##